Dataset: the Open Reaction Database (ORD), a public repository of structured organic reaction records. Task: describe an organic reaction: reactants, conditions, products, and yield The reactants are C(C1=CC=CC=C1)(=O)N[C@H](C(=O)N(CC(=O)N[C@@H](CC(=O)O)C(=O)C=1OC=C(N1)C1=C(C=CC=C1Cl)Cl)CC1=CC=CC=C1)C(C)C (3(S)-(2-((2(S)-Benzoylamino-3-methylbutyryl)benzylamino)acetylamino)-4-(4-(2,6-dichlorophenyl)-oxazol-2-yl)-4-oxobutyric Acid), C(C)(C)(C)OC(C([C@@H](C(O)C=1OC=C(N1)C1=C(C=CC=C1Cl)Cl)C(=O)OCC=C)N)=O (3(S)-(Allyloxycarbonyl)-amino-4-((2,6-dichloro-phenyl)oxazol-2-yl)-4-hydroxy-butyric Acid tert-Butyl Ester), C(C)(C)(C)OC(C([C@@H](C(O)C=1OC2=C(N1)C(=CC(=C2)Cl)Cl)C(=O)OCC=C)N)=O (3(S)-(Allyloxycarbonyl)-amino-4-(4,6-dichorobenzoxazol-2-yl)-4-hydroxy-butyric Acid tert-Butyl Ester), C(C)(C)(C)OC(C[C@@H](C(O)C=1OC=C(N1)C1=C(C=CC=C1Cl)Cl)NC(CN(CC1=CC=CC=C1)C([C@H](C(C)C)NC(C1=CC=CC=C1)=O)=O)=O)=O (3(S)-(2-((2(S)-Benzoylamino-3-methylbutyryl)benzylamino)acetylamino)-4-(4-(2,6-dichlorophenyl)-oxazol-2-yl)-4-hydroxybutyric Acid tert-Butyl Ester), C(C1=CC=CC=C1)(=O)N[C@H](C(=O)N(CC1=CC=CC=C1)CC(=O)O)C(C)C (((2(S)-Benzoylamino-3-methylbutyryl)benzylamino)acetic Acid), compound 724. Yields the product C(C1=CC=CC=C1)(=O)N[C@H](C(=O)N(CC(=O)N[C@@H](CC(=O)O)C(=O)C=1OC2=C(N1)C(=CC(=C2)Cl)Cl)C2CC1=CC=CC=C1C2)C(C)C (3(S)-(2-((2(S)-Benzoylamino-3-methylbutyryl)indan-2-ylamino)acetylamino)-4-(4,6-dichlorobenzoxazol-2-yl)-4-oxobutyric Acid). As a reaction SMILES: [C:1]([NH:9][C@@H:10]([CH:45]([CH3:47])[CH3:46])[C:11]([N:13]([CH2:38][C:39]1C=[CH:43][CH:42]=[CH:41][CH:40]=1)[CH2:14][C:15]([NH:17][C@H](C(C1OC=C(C2C(Cl)=CC=CC=2Cl)N=1)=O)CC(O)=O)=[O:16])=[O:12])(=[O:8])[C:2]1[CH:7]=[CH:6][CH:5]=[CH:4][CH:3]=1.[C:48](N[C@@H](C(C)C)C(N(CC(O)=O)CC1C=CC=CC=1)=O)(=O)[C:49]1C=CC=C[CH:50]=1.C(OC(=O)C(N)[C@H](C(OCC=C)=O)C(C1OC=C(C2C(Cl)=CC=CC=2Cl)N=1)O)(C)(C)C.C([O:110][C:111](=[O:134])[CH:112](N)[C@H:113](C(OCC=C)=O)[CH:114]([C:116]1[O:117][C:118]2[CH:124]=[C:123]([Cl:125])[CH:122]=[C:121]([Cl:126])[C:119]=2[N:120]=1)[OH:115])(C)(C)C.C(OC(=O)C[C@H](NC(=O)CN(C(=O)[C@@H](NC(=O)C1C=CC=CC=1)C(C)C)CC1C=CC=CC=1)C(C1OC=C(C2C(Cl)=CC=CC=2Cl)N=1)O)(C)(C)C>>[C:1]([NH:9][C@@H:10]([CH:45]([CH3:46])[CH3:47])[C:11]([N:13]([CH:38]1[CH2:50][C:49]2[C:40](=[CH:41][CH:42]=[CH:43][CH:48]=2)[CH2:39]1)[CH2:14][C:15]([NH:17][C@H:113]([C:114]([C:116]1[O:117][C:118]2[CH:124]=[C:123]([Cl:125])[CH:122]=[C:121]([Cl:126])[C:119]=2[N:120]=1)=[O:115])[CH2:112][C:111]([OH:110])=[O:134])=[O:16])=[O:12])(=[O:8])[C:2]1[CH:3]=[CH:4][CH:5]=[CH:6][CH:7]=1. Reported procedure: Compound 725 was prepared by a method similar to the method used to prepare compound 710, except compound 704 was replaced with compound 724 and compound 707 was replaced with compound 718 in the preparation of compound 708: 1H NMR (500 MHz, CD3OD) δ 8.7-8.6 (m), 8.6-8.4 (m), 8.1 (d), 8.0-7.8 (m), 7.6-7.5 (m), 7.5-7.4 (m), 7.2-7.0 (m), 7.0-6.9 (m), 5.5-5.3 (m), 5.3-5.2 (m), 4.6-4.5 (m), 4.5-4.3 (m), 4.2-4.0 (m), 3.8-3.6 (m), 3.3 (s), 3.2-3.1 (m), 3.1-3.0 (m), 3.0-2.8 (m), 2.7-2.6 (m), 2.4-2.0 (m... Starting materials: CCN(CC)C(=O)Cl, CC(C)N1CCC(Oc2ccc3c(c2)cc(C(=O)N2CCNCC2)n3C(C)C)CC1, Cl. Product: CCN(CC)C(=O)N1CCN(C(=O)c2cc3cc(OC4CCN(C(C)C)CC4)ccc3n2C(C)C)CC1. Reaction SMILES: [CH2:32]([CH3:33])[N:34]([C:35](=[O:36])[Cl:37])[CH2:38][CH3:39].[CH:2]([CH3:3])([CH3:4])[n:5]1[c:6]([C:24](=[O:25])[N:26]2[CH2:27][CH2:28][NH:29][CH2:30][CH2:31]2)[cH:7][c:8]2[cH:9][c:10]([O:14][CH:15]3[CH2:16][CH2:17][N:18]([CH:21]([CH3:22])[CH3:23])[CH2:19][CH2:20]3)[cH:11][cH:12][c:13]12.[ClH:1]>>[CH:2]([CH3:3])([CH3:4])[n:5]1[c:6]([C:24](=[O:25])[N:26]2[CH2:27][CH2:28][N:29]([C:35]([N:34]([CH2:32][CH3:33])[CH2:38][CH3:39])=[O:36])[CH2:30][CH2:31]2)[cH:7][c:8]2[cH:9][c:10]([O:14][CH:15]3[CH2:16][CH2:17][N:18]([CH:21]([CH3:22])[CH3:23])[CH2:19][CH2:20]3)[cH:11][cH:12][c:13]12. Reactants: O.N (ammonia water), COC1=C(C=C2C(=CC=NC2=C1)Cl)C(=O)Cl (7-Methoxy-4-chloroquinoline-6-carbonyl chloride), O (Water). The solvent is O1CCCC1 (tetrahydrofuran). Conditions: temperature 0 celsius, time 30 minute. Yields the product COC1=C(C=C2C(=CC=NC2=C1)Cl)C(=O)N (7-Methoxy-4-chloroquinoline-6-carboxamide). Reaction SMILES: [CH3:1][O:2][C:3]1[CH:12]=[C:11]2[C:6]([C:7]([Cl:13])=[CH:8][CH:9]=[N:10]2)=[CH:5][C:4]=1[C:14](Cl)=[O:15].O.[NH3:18].O>O1CCCC1>[CH3:1][O:2][C:3]1[CH:12]=[C:11]2[C:6]([C:7]([Cl:13])=[CH:8][CH:9]=[N:10]2)=[CH:5][C:4]=1[C:14]([NH2:18])=[O:15] |f:1.2|. Reported procedure: 7-Methoxy-4-chloroquinoline-6-carbonyl chloride (2.7 g) was dissolved in tetrahydrofuran (150 ml), and the solution was cooled to 0° C. After adding 30% ammonia water (5 ml), the mixture was stirred at room temperature for 30 minutes. Water was added, extraction was performed 3 times with ethyl acetate, and then the organic layers were combined, washed with water and saturated saline, dried over sodium sulfate and dried under reduced pressure to obtain the title compound (1.35 g). Starting materials: C=CCOC(=O)N(Cc1cccc(-c2ccnc(NCCc3ccc(O)c(Cl)c3)n2)c1)C(C)(C)C, ClCCl, CCN(C(C)C)C(C)C, c1ccc(P(c2ccccc2)(c2ccccc2)[Pd](P(c2ccccc2)(c2ccccc2)c2ccccc2)(P(c2ccccc2)(c2ccccc2)c2ccccc2)P(c2ccccc2)(c2ccccc2)c2ccccc2)cc1. Yields the product CC(C)(C)NCc1cccc(-c2ccnc(NCCc3ccc(O)c(Cl)c3)n2)c1. Reaction SMILES: [CH2:1]([O:2][C:3](=[O:4])[N:6]([CH2:7][c:8]1[cH:9][c:10](-[c:14]2[n:15][c:16]([NH:20][CH2:21][CH2:22][c:23]3[cH:24][c:25]([Cl:30])[c:26]([OH:29])[cH:27][cH:28]3)[n:17][cH:18][cH:19]2)[cH:11][cH:12][cH:13]1)[C:31]([CH3:32])([CH3:33])[CH3:34])[CH:5]=[CH2:35].[CH2:45]([Cl:46])[Cl:47].[CH:36]([N:37]([CH:38]([CH3:39])[CH3:40])[CH2:41][CH3:42])([CH3:43])[CH3:44].[cH:48]1[cH:49][cH:50][c:51]([P:52]([Pd:53]([P:54]([c:55]2[cH:56][cH:57][cH:58][cH:59][cH:60]2)([c:61]2[cH:62][cH:63][cH:64][cH:65][cH:66]2)[c:67]2[cH:68][cH:69][cH:70][cH:71][cH:72]2)([P:73]([c:74]2[cH:75][cH:76][cH:77][cH:78][cH:79]2)([c:80]2[cH:81][cH:82][cH:83][cH:84][cH:85]2)[c:86]2[cH:87][cH:88][cH:89][cH:90][cH:91]2)[P:92]([c:93]2[cH:94][cH:95][cH:96][cH:97][cH:98]2)([c:99]2[cH:100][cH:101][cH:102][cH:103][cH:104]2)[c:105]2[cH:106][cH:107][cH:108][cH:109][cH:110]2)([c:111]2[cH:112][cH:113][cH:114][cH:115][cH:116]2)[c:117]2[cH:118][cH:119][cH:120][cH:121][cH:122]2)[cH:123][cH:124]1>>[NH:6]([CH2:7][c:8]1[cH:9][c:10](-[c:14]2[n:15][c:16]([NH:20][CH2:21][CH2:22][c:23]3[cH:24][c:25]([Cl:30])[c:26]([OH:29])[cH:27][cH:28]3)[n:17][cH:18][cH:19]2)[cH:11][cH:12][cH:13]1)[C:31]([CH3:32])([CH3:33])[CH3:34]. The reactants are C(CC)NC(=O)C1=C(SC=C1)N (2-aminothiophene-3-carboxylic-acid propylamide), C(CCCC)(OC)(OC)OC (trimethyl orthovalerate). Solvent: CO (Methanol). Conditions: temperature 130 celsius. Yields the product C(CC)NC(=O)C1=C(SC=C1)N=C(OC)CCCC (2-(1-n-butyl-1-methoxymethyleneamino)thiophene-3-carboxylic-acid propylamide). RXN SMILES: [CH2:1]([NH:4][C:5]([C:7]1[CH:11]=[CH:10][S:9][C:8]=1[NH2:12])=[O:6])[CH2:2][CH3:3].[C:13](OC)(OC)([O:18][CH3:19])[CH2:14][CH2:15][CH2:16][CH3:17]>CO>[CH2:1]([NH:4][C:5]([C:7]1[CH:11]=[CH:10][S:9][C:8]=1[N:12]=[C:13]([CH2:14][CH2:15][CH2:16][CH3:17])[O:18][CH3:19])=[O:6])[CH2:2][CH3:3]. Reported procedure: In a destillation apparatus, a mixture of 1.84 g of 2-aminothiophene-3-carboxylic-acid propylamide and 2.43 g of trimethyl orthovalerate is heated for 2 hours at 130° C. Methanol, which arises during the reaction is directly distilled out of the reaction flask. After cooling, the crude product is purified by column chromatography (eluant:hexane/ethylacetate=1:2). Yield:1.9 g pure 2-(1-n-butyl-1-methoxymethyleneamino)thiophene-3-carboxylic-acid propylamide; m.p. 68-70° C.